Dataset: the Open Reaction Database (ORD), a public repository of structured organic reaction records. Task: describe an organic reaction: reactants, conditions, products, and yield Starting materials: CN1CCOCC1 (N-methylmorpholine), NC1=C(C=C(C=C1)OC1=CC=CC=C1)S[C@H]([C@H](C(=O)O)O)C1=CC=C(C=C1)OC ((2S, 3S)-3-(2- amino-5-phenoxyphenyl)thio-2-hydroxy-3-(4-methoxyphenyl)propionic acid), C1(=CC=CC=C1)P(=O)(C1=CC=CC=C1)N=[N+]=[N-] (diphenylphosphorylaZide). The solvent is O (water), C(C)(=O)OCC (ethyl acetate), CN(C=O)C (dimethylformamide), C(C)(=O)OCC (ethyl acetate). Conditions: time 16 hour. The product is O[C@@H]1[C@@H](SC2=C(NC1=O)C=CC(=C2)OC2=CC=CC=C2)C2=CC=C(C=C2)OC ((2S, 3S)-2,3-Dihydro-3-hydroxy-2-(4-methoxy- phenyl)-8-phenoxy-1,5-benzothiazepin-4(5H)-one). Isolated yield 54.1%. As a reaction SMILES: CN1CCOCC1.[NH2:8][C:9]1[CH:14]=[CH:13][C:12]([O:15][C:16]2[CH:21]=[CH:20][CH:19]=[CH:18][CH:17]=2)=[CH:11][C:10]=1[S:22][C@@H:23]([C:29]1[CH:34]=[CH:33][C:32]([O:35][CH3:36])=[CH:31][CH:30]=1)[C@@H:24]([OH:28])[C:25](O)=[O:26].C1(P(N=[N+]=[N-])(C2C=CC=CC=2)=O)C=CC=CC=1>CN(C)C=O.C(OCC)(=O)C.O>[OH:28][C@H:24]1[C:25](=[O:26])[NH:8][C:9]2[CH:14]=[CH:13][C:12]([O:15][C:16]3[CH:21]=[CH:20][CH:19]=[CH:18][CH:17]=3)=[CH:11][C:10]=2[S:22][C@H:23]1[C:29]1[CH:34]=[CH:33][C:32]([O:35][CH3:36])=[CH:31][CH:30]=1. Procedure details: 1,5 ml of N-methylmorpholine was added, whilst ice-cooling, to a solution of 1.74 g of (2S, 3S)-3-(2- amino-5-phenoxyphenyl)thio-2-hydroxy-3-(4-methoxyphenyl)propionic acid [prepared as described in step (b) above] and 1,5 g of diphenylphosphorylaZide dissolved in 19 ml of dimethylformamide, and the mixture was stirred at room temperature for 16 hours. At the end of this time, ethyl acetate and water were added to the reaction mixture, and the resulting mixture was shaken to mix it thoroughly Th... The reactants are COC(=O)c1ccc2c(C3CN(CC(C)C)CCO3)c[nH]c2c1, CC(C)N1CCNCC1, [Li+], [OH-], O. Yields the product CC(C)CN1CCOC(c2c[nH]c3cc(C(=O)N4CCN(C(C)C)CC4)ccc23)C1. As a reaction SMILES: [CH3:1][O:2][C:3](=[O:4])[c:5]1[cH:6][cH:7][c:8]2[c:9]([CH:14]3[O:15][CH2:16][CH2:17][N:18]([CH2:20][CH:21]([CH3:22])[CH3:23])[CH2:19]3)[cH:10][nH:11][c:12]2[cH:13]1.[CH3:27][CH:28]([CH3:29])[N:30]1[CH2:31][CH2:32][NH:33][CH2:34][CH2:35]1.[Li+:25].[OH-:24].[OH2:26]>>[O:2]=[C:3]([c:5]1[cH:6][cH:7][c:8]2[c:9]([CH:14]3[O:15][CH2:16][CH2:17][N:18]([CH2:20][CH:21]([CH3:22])[CH3:23])[CH2:19]3)[cH:10][nH:11][c:12]2[cH:13]1)[N:33]1[CH2:32][CH2:31][N:30]([CH:28]([CH3:27])[CH3:29])[CH2:35][CH2:34]1. Yields the product CNC(=O)N1CC(Sc2ccc(Cl)cc2)C1. Reactants: CN, O=C(Cl)N1CC(Sc2ccc(Cl)cc2)C1, C1CCOC1, O. As a reaction SMILES: [CH3:16][NH2:17].[Cl:1][c:2]1[cH:3][cH:4][c:5]([S:8][CH:9]2[CH2:10][N:11]([C:13](=[O:14])[Cl:15])[CH2:12]2)[cH:6][cH:7]1.[O:18]1[CH2:19][CH2:20][CH2:21][CH2:22]1.[OH2:23]>>[Cl:1][c:2]1[cH:3][cH:4][c:5]([S:8][CH:9]2[CH2:10][N:11]([C:13](=[O:14])[NH:17][CH3:16])[CH2:12]2)[cH:6][cH:7]1. Product: C12C(C(C(CC1)C2)C(=O)[O-])C(=O)[O-].[Na+].[Na+] (Disodium bicyclo[2.2.1]heptane-2,3-dicarboxylate). Reported procedure: To a solution of disodium bicyclo[2.2.1]heptene-2,3-dicarboxylate (10.0 g) in water (100 g) was added 0.5 g palladium on activated carbon (5 wt %). The mixture was transferred into a Parr reactor and was subjected to hydrogenation (50 psi, room temperature) for 8 hours. The activated carbon was filtered out. Water is removed in vacuo at 75° C. The resulting product was dried and milled (m.p >300° C.). The reagents and catalysts are [Pd] (palladium on activated carbon). Reactants: C12=C(C(C(CC1)C2)C(=O)[O-])C(=O)[O-].[Na+].[Na+] (disodium bicyclo[2.2.1]heptene-2,3-dicarboxylate). The solvent is O (water). RXN SMILES: [C:1]12[CH2:7][CH:4]([CH2:5][CH2:6]1)[CH:3]([C:8]([O-:10])=[O:9])[C:2]=2[C:11]([O-:13])=[O:12].[Na+:14].[Na+]>O.[Pd]>[CH:1]12[CH2:7][CH:4]([CH2:5][CH2:6]1)[CH:3]([C:8]([O-:10])=[O:9])[CH:2]2[C:11]([O-:13])=[O:12].[Na+:14].[Na+:14] |f:0.1.2,5.6.7|. Reaction conditions: time 8 hour. Starting materials: C(#N)C=1C=CC=2N(C1)C(=CN2)C(=O)NC2=C(C=CC(=C2)C2=NOC(=N2)C2CC(C2)(F)F)F (6-cyano-N-(5-(5-(3,3-difluorocyclobutyl)-1,2,4-oxadiazol-3-yl)-2-fluorophenyl)imidazo[1,2-a]pyridine-3-carboxamide), CuBr, C(=O)([O-])[O-].[Cs+].[Cs+] (Cs2CO3), Cl.C(C)(N)=N (acetimidamide hydrochloride). The solvent is CS(=O)C (DMSO). Reaction conditions: temperature 120 celsius. The product is FC1(CC(C1)C1=NC(=NO1)C=1C=CC(=C(C1)NC(=O)C1=CN=C2N1C=C(C=C2)C2=NN=C(N2)C)F)F (N-(5-(5-(3,3-difluorocyclobutyl)-1,2,4-oxadiazol-3-yl)-2-fluorophenyl)-6-(5-methyl-4H-1,2,4-triazol-3-yl)imidazo[1,2-a]pyridine-3-carboxamide). Reaction SMILES: [C:1]([C:3]1[CH:4]=[CH:5][C:6]2[N:7]([C:9]([C:12]([NH:14][C:15]3[CH:20]=[C:19]([C:21]4[N:25]=[C:24]([CH:26]5[CH2:29][C:28]([F:31])([F:30])[CH2:27]5)[O:23][N:22]=4)[CH:18]=[CH:17][C:16]=3[F:32])=[O:13])=[CH:10][N:11]=2)[CH:8]=1)#[N:2].C([O-])([O-])=O.[Cs+].[Cs+].Cl.[C:40](=[NH:43])([NH2:42])[CH3:41]>CS(C)=O>[F:30][C:28]1([F:31])[CH2:27][CH:26]([C:24]2[O:23][N:22]=[C:21]([C:19]3[CH:18]=[CH:17][C:16]([F:32])=[C:15]([NH:14][C:12]([C:9]4[N:7]5[CH:8]=[C:3]([C:1]6[NH:43][C:40]([CH3:41])=[N:42][N:2]=6)[CH:4]=[CH:5][C:6]5=[N:11][CH:10]=4)=[O:13])[CH:20]=3)[N:25]=2)[CH2:29]1 |f:1.2.3,4.5|. Procedure: A mixture of 6-cyano-N-(5-(5-(3,3-difluorocyclobutyl)-1,2,4-oxadiazol-3-yl)-2-fluorophenyl)imidazo[1,2-a]pyridine-3-carboxamide (42h) (15.0 mg, 0.034 mmol), CuBr (9.2 mg, 0.007 mmol), Cs2CO3(39 mg, 0.12 mmol), and acetimidamide hydrochloride (6.6 mg, 0.07 mmol) in DMSO (1 mL) was heated at 120° C. overnight. The reaction mixture was purified by HPLC to give N-(5-(5-(3,3-difluorocyclobutyl)-1,2,4-oxadiazol-3-yl)-2-fluorophenyl)-6-(5-methyl-4H-1,2,4-triazol-3-yl)imidazo[1,2-a]pyridine-3-carboxamid... Reactants: [Br-], Br, CC(CO)COCc1ccccc1, CCCCCC, CN(C)C=O, O, c1ccc(P(c2ccccc2)c2ccccc2)cc1, c1ccccc1. The product is CC(CBr)COCc1ccccc1. RXN SMILES: [Br-:34].[Br:33].[CH2:1]([c:2]1[cH:3][cH:4][cH:5][cH:6][cH:7]1)[O:8][CH2:9][CH:10]([CH2:11][OH:12])[CH3:13].[CH3:41][CH2:42][CH2:43][CH2:44][CH2:45][CH3:46].[CH3:48][N:49]([CH3:50])[CH:51]=[O:52].[OH2:47].[c:14]1([P:15]([c:16]2[cH:17][cH:18][cH:19][cH:20][cH:21]2)[c:22]2[cH:23][cH:24][cH:25][cH:26][cH:27]2)[cH:28][cH:29][cH:30][cH:31][cH:32]1.[cH:35]1[cH:36][cH:37][cH:38][cH:39][cH:40]1>>[CH2:1]([c:2]1[cH:3][cH:4][cH:5][cH:6][cH:7]1)[O:8][CH2:9][CH:10]([CH2:11][Br:34])[CH3:13]. Starting materials: NC1=C(C2=C(S1)C1CCC(C2)O1)C(=O)OCCC (Propyl 2-amino-5,6,7,8-tetrahydro-4H-5,8-epoxycyclohepta[b]thiophene-3-carboxylate), FC(C1=C(C(=O)Cl)C=CC=C1)(F)F (2-trifluoromethyl-benzoyl chloride). Yields the product FC(C1=C(C(=O)NC2=C(C3=C(S2)C2CCC(C3)O2)C(=O)OCCC)C=CC=C1)(F)F (Propyl 2-{[2-(trifluoromethyl)benzoyl]amino}-5,6,7,8-tetrahydro-4H-5,8-epoxycyclohepta[b]thiophene-3-carboxylate). Reaction SMILES: [NH2:1][C:2]1[S:6][C:5]2[CH:7]3[O:12][CH:10]([CH2:11][C:4]=2[C:3]=1[C:13]([O:15][CH2:16][CH2:17][CH3:18])=[O:14])[CH2:9][CH2:8]3.[F:19][C:20]([F:31])([F:30])[C:21]1[CH:29]=[CH:28][CH:27]=[CH:26][C:22]=1[C:23](Cl)=[O:24]>>[F:19][C:20]([F:30])([F:31])[C:21]1[CH:29]=[CH:28][CH:27]=[CH:26][C:22]=1[C:23]([NH:1][C:2]1[S:6][C:5]2[CH:7]3[O:12][CH:10]([CH2:11][C:4]=2[C:3]=1[C:13]([O:15][CH2:16][CH2:17][CH3:18])=[O:14])[CH2:9][CH2:8]3)=[O:24]. Procedure: The title compound was prepared from the product of Example 34A and commercially available 2-trifluoromethyl-benzoyl chloride according to the procedure described for Example 1C. 1H NMR (DMSO-d6, 300 MHz) δ 0.92 (t, J=7.5Hz, 3H), 1.64-1.71 (m, 3H), 1.98-2.15 (m, 3H), 2.58 (d, J=17.0Hz, 1H), 3.11 (dd, J=16.6, 4.4Hz, 1H), 4.16 (t, J=6.4 Hz, 2H), 4.69-4.74 (m, 1H), 5.14-5.16 (m, 1H), 7.80-7.94 (m, 4H), 11.40 (br s, 1H); MS (ESI+) m/z 440 (M+H)+. Anal. calcd. for C21H20F3NO4S: C, 57.40; H, 4.59; N; ...